From a dataset of the Open Reaction Database (ORD), a public repository of structured organic reaction records. describe an organic reaction: reactants, conditions, products, and yield Starting materials: O=C1Nc2ccccc2C1=C1OCc2ccccc21, C1CCNCC1, CCO, C1COCCO1. Yields the product O=C1C(=C2OCc3ccccc32)c2ccccc2N1CN1CCCCC1. Reaction SMILES: [C:1]1(=[C:10]2[C:11](=[O:19])[NH:12][c:13]3[cH:14][cH:15][cH:16][cH:17][c:18]32)[O:2][CH2:3][c:4]2[cH:5][cH:6][cH:7][cH:8][c:9]21.[CH2:20]1[CH2:21][CH2:22][NH:23][CH2:24][CH2:25]1.[CH3:26][CH2:27][OH:28].[O:29]1[CH2:30][CH2:31][O:32][CH2:33][CH2:34]1>>[C:1]1(=[C:10]2[C:11](=[O:19])[N:12]([CH2:26][N:23]3[CH2:22][CH2:21][CH2:20][CH2:25][CH2:24]3)[c:13]3[cH:14][cH:15][cH:16][cH:17][c:18]32)[O:2][CH2:3][c:4]2[cH:5][cH:6][cH:7][cH:8][c:9]21. Yields the product nitrile, BrC(C(=O)O)CC1=CC=C(C=C1)OCCC1=NC=C(C=C1)CC (2-bromo-3-[4-(2-(5-ethyl-2-pyridyl)ethoxy)phenyl]-propionic acid). The reactants are N(=O)[O-].[Na+] (sodium nitrite), Cuprous oxide, C(C=C)#N (acrylonitrile), [Br-].C(C)C=1C=CC(=NC1)CCOC1=CC=C(C=C1)[NH3+] (4-(2-(5-ethyl-2-pyridyl)ethoxy)phenylammonium bromide), CO (methanol). Solvent: O (water), Br (hydrobromic acid), Br (hydrobromic acid), CC(=O)C (acetone). Procedure: To a solution of 4-(2-(5-ethyl-2-pyridyl)ethoxy)phenylammonium bromide (52.8 mmol) in hydrobromic acid (prepared by hydrolyzing 4-(2-(5-ethyl-2-pyridyl)ethoxy)acetanilide according to Example 1c) 25 ml of 48% hydrobromic acid, 50 ml of methanol, 100 ml of acetone are added and the mixture is cooled to 0° C. A solution of sodium nitrite (4.5 g) in water (10 ml) is added dropwise to the mixture at 0 to 5° C. The mixture is mixed at 5° C. for another 20 mins, then acrylonitrile (16.8 ml) is added a... RXN SMILES: [Br-:1].[CH2:2]([C:4]1[CH:5]=[CH:6][C:7]([CH2:10][CH2:11][O:12][C:13]2[CH:18]=[CH:17][C:16]([NH3+])=[CH:15][CH:14]=2)=[N:8][CH:9]=1)[CH3:3].[CH3:20][OH:21].N([O-])=[O:23].[Na+].C(#N)[CH:27]=[CH2:28]>Br.O.CC(C)=O>[Br:1][CH:27]([CH2:28][C:16]1[CH:17]=[CH:18][C:13]([O:12][CH2:11][CH2:10][C:7]2[CH:6]=[CH:5][C:4]([CH2:2][CH3:3])=[CH:9][N:8]=2)=[CH:14][CH:15]=1)[C:20]([OH:23])=[O:21] |f:0.1,3.4|. Conditions: temperature 0 celsius. Reactants: O.C1(=CC=C(C=C1)S(=O)(=O)O)C (p-Toluenesulfonic acid monohydrate), COC(C1=C(COC2=C(C=C(C=C2)C2=CC=C(C=C2)CC(=O)OCC=C)F)C=CC(=C1OCOC)C(F)(F)F)OC (allyl (4′-{[2-(dimethoxymethyl)-3-(methoxymethoxy)-4-(trifluoromethyl)benzyl]oxy}-3′-fluoro-1,1′-biphenyl-4-yl)acetate). Reaction conditions: temperature 50 celsius, time 1 hour. Procedure details: p-Toluenesulfonic acid monohydrate (223 mg, 1.18 mmol) was added to a solution of allyl (4′-{[2-(dimethoxymethyl)-3-(methoxymethoxy)-4-(trifluoromethyl)benzyl]oxy}-3′-fluoro-1,1′-biphenyl-4-yl)acetate (618 mg, 1.06 mmol) obtained in Example (12-3) in acetone (10 ml), and the mixture was stirred at 50° C. for 1 hour. The residue obtained by concentrating the reaction mixture was diluted with ethyl acetate. The obtained solution was successively washed with a saturated aqueous sodium hydrogencarbo... RXN SMILES: O.C1(C)C=CC(S(O)(=O)=O)=CC=1.C[O:14][CH:15](OC)[C:16]1[C:43]([O:44]COC)=[C:42]([C:48]([F:51])([F:50])[F:49])[CH:41]=[CH:40][C:17]=1[CH2:18][O:19][C:20]1[CH:25]=[CH:24][C:23]([C:26]2[CH:31]=[CH:30][C:29]([CH2:32][C:33]([O:35][CH2:36][CH:37]=[CH2:38])=[O:34])=[CH:28][CH:27]=2)=[CH:22][C:21]=1[F:39]>CC(C)=O>[F:39][C:21]1[CH:22]=[C:23]([C:26]2[CH:31]=[CH:30][C:29]([CH2:32][C:33]([O:35][CH2:36][CH:37]=[CH2:38])=[O:34])=[CH:28][CH:27]=2)[CH:24]=[CH:25][C:20]=1[O:19][CH2:18][C:17]1[CH:40]=[CH:41][C:42]([C:48]([F:51])([F:50])[F:49])=[C:43]([OH:44])[C:16]=1[CH:15]=[O:14] |f:0.1|. The solvent is CC(=O)C (acetone). The product is FC=1C=C(C=CC1OCC1=C(C(=C(C=C1)C(F)(F)F)O)C=O)C1=CC=C(C=C1)CC(=O)OCC=C (allyl (3′-fluoro-4′-{[2-formyl-3-hydroxy-4-(trifluoromethyl)benzyl]oxy}-1,1′-biphenyl-4-yl)acetate). Yield: 91.9%.